Dataset: the Open Reaction Database (ORD), a public repository of structured organic reaction records. Task: describe an organic reaction: reactants, conditions, products, and yield Starting materials: C(CCCCCCCC)O[C@H]1[C@@H](O[C@@H]([C@H]1O)CO)N1C=NC=2C(=O)NC(N)=NC12 (2'-O-nonylguanosine), C[Si](C)(C)Cl (trimethylsilyl chloride), C(C(C)C)(=O)Cl (isobutyryl chloride). Run in N1=CC=CC=C1 (pyridine). Yields the product C(C(C)C)(=O)NC=1NC(C=2N=CN([C@H]3[C@H](OCCCCCCCCC)[C@H](O)[C@@H](CO)O3)C2N1)=O (N2-Isobutyryl-2'-O-nonylguanosine). As a reaction SMILES: [CH2:1]([O:10][C@@H:11]1[C@H:15]([OH:16])[C@@H:14]([CH2:17][OH:18])[O:13][C@H:12]1[N:19]1[C:29]2[N:28]=[C:26]([NH2:27])[NH:25][C:23](=[O:24])[C:22]=2[N:21]=[CH:20]1)[CH2:2][CH2:3][CH2:4][CH2:5][CH2:6][CH2:7][CH2:8][CH3:9].C[Si](Cl)(C)C.[C:35](Cl)(=[O:39])[CH:36]([CH3:38])[CH3:37]>N1C=CC=CC=1>[C:35]([NH:27][C:26]1[NH:25][C:23](=[O:24])[C:22]2[N:21]=[CH:20][N:19]([C:29]=2[N:28]=1)[C@@H:12]1[O:13][C@H:14]([CH2:17][OH:18])[C@@H:15]([OH:16])[C@H:11]1[O:10][CH2:1][CH2:2][CH2:3][CH2:4][CH2:5][CH2:6][CH2:7][CH2:8][CH3:9])(=[O:39])[CH:36]([CH3:38])[CH3:37]. Procedure: 2'-O-nonylguanosine (14.7 g) in pyridine (360 ml) was treated with trimethylsilyl chloride (23.4 ml) and isobutyryl chloride (30.6 ml) as per the procedure of Example 4 to yield crude product (37 g). The crude material was purified by silica gel chromatography (eluted with 90/10 CHCl3 /MeOH) to yield 14.6 g of product re-crystallized from EtOAc. m.p. 168°-169° C. 1H NMR (DMSO-d6) δ 0.85 [t, 3, CH3 (nonyl)], 1.14 [m, 18, O--CH2CH2 (CH2)6, CH(CH3)2 ], 1.40 [m, 2, O--CH2CH2 (CH2)6 ], 2.79 [m, 1, CH... Starting materials: O (water), BrC1=C(C=C(C=C1)NCC1=C(C=C(C=C1)F)C=1C=CC(=NC1)C(=O)NCCC(=O)OCC)F (Ethyl 3-(5-(2-(((4-bromo-3-fluorophenyl)amino)methyl)-5-fluorophenyl)picolinamido)propanoate), ClC=1C=C(C=CC1Cl)B(O)O ((3,4-dichlorophenyl)boronic acid), C(=O)([O-])[O-].[K+].[K+] (K2CO3). The reagents and catalysts are C1=CC=C(C=C1)P([C-]2C=CC=C2)C3=CC=CC=C3.C1=CC=C(C=C1)P([C-]2C=CC=C2)C3=CC=CC=C3.Cl[Pd]Cl.[Fe+2] (Pd(dppf)Cl2). The solvent is O1CCOCC1 (1,4-dioxane), CCOC(=O)C (EtOAc). Yields the product ClC=1C=C(C=CC1Cl)C1=C(C=C(C=C1)NCC1=C(C=C(C=C1)F)C=1C=CC(=NC1)C(=O)NCCC(=O)OCC)F (ethyl 3-(5-(2-(((3′,4′-dichloro-2-fluoro-[1,1′-biphenyl]-4-yl)amino)methyl)-5-fluorophenyl)picolinamido)propanoate). RXN SMILES: Br[C:2]1[CH:7]=[CH:6][C:5]([NH:8][CH2:9][C:10]2[CH:15]=[CH:14][C:13]([F:16])=[CH:12][C:11]=2[C:17]2[CH:18]=[CH:19][C:20]([C:23]([NH:25][CH2:26][CH2:27][C:28]([O:30][CH2:31][CH3:32])=[O:29])=[O:24])=[N:21][CH:22]=2)=[CH:4][C:3]=1[F:33].[Cl:34][C:35]1[CH:36]=[C:37](B(O)O)[CH:38]=[CH:39][C:40]=1[Cl:41].C([O-])([O-])=O.[K+].[K+].O>O1CCOCC1.CCOC(C)=O.C1C=CC(P(C2C=CC=CC=2)[C-]2C=CC=C2)=CC=1.C1C=CC(P(C2C=CC=CC=2)[C-]2C=CC=C2)=CC=1.Cl[Pd]Cl.[Fe+2]>[Cl:34][C:35]1[CH:36]=[C:37]([C:2]2[CH:7]=[CH:6][C:5]([NH:8][CH2:9][C:10]3[CH:15]=[CH:14][C:13]([F:16])=[CH:12][C:11]=3[C:17]3[CH:18]=[CH:19][C:20]([C:23]([NH:25][CH2:26][CH2:27][C:28]([O:30][CH2:31][CH3:32])=[O:29])=[O:24])=[N:21][CH:22]=3)=[CH:4][C:3]=2[F:33])[CH:38]=[CH:39][C:40]=1[Cl:41] |f:2.3.4,8.9.10.11|. Reported procedure: Ethyl 3-(5-(2-(((4-bromo-3-fluorophenyl)amino)methyl)-5-fluorophenyl)picolinamido)propanoate (100 mg, 0.19 mmol), (3,4-dichlorophenyl)boronic acid (44 mg, 0.23 mmol), Pd(dppf)Cl2 (21 mg, 0.03 mmol), and K2CO3 (53 mg, 0.39 mmol) were dissolved in 1,4-dioxane (4 mL) and water (1 mL) and the resulting mixture was heated to 80° C. After 16 h the resulting mixture was cooled to room temperature, diluted with EtOAc, washed with water and brine, dried (Na2SO4), concentrated and purified via column chro... Reactants: C(C1=CC=CC=C1)(=O)OC1CN(C1)C=1OCC(N1)C(=O)OC (3-benzoyloxy-1-(4-methoxycarbonyl-1,3-oxazolin-2-yl)azetidine), C(C)#N (acetonitrile). The reagents and catalysts are [O-2].[O-2].[Mn+4] (manganese dioxide). Solvent: C(Cl)Cl (methylene chloride), C1(=CC=CC=C1)C (toluene). Product: C(C1=CC=CC=C1)(=O)OC1CN(C1)C=1OC=C(N1)C(=O)OC (3-benzoyloxy-1-(4-methoxycarbonyl-1,3-oxazol-2-yl)azetidine). Yield: 57.8%. RXN SMILES: [C:1]([O:9][CH:10]1[CH2:13][N:12]([C:14]2[O:15][CH2:16][CH:17]([C:19]([O:21][CH3:22])=[O:20])[N:18]=2)[CH2:11]1)(=[O:8])[C:2]1[CH:7]=[CH:6][CH:5]=[CH:4][CH:3]=1.C(#N)C>C1(C)C=CC=CC=1.C(Cl)Cl.[O-2].[O-2].[Mn+4]>[C:1]([O:9][CH:10]1[CH2:13][N:12]([C:14]2[O:15][CH:16]=[C:17]([C:19]([O:21][CH3:22])=[O:20])[N:18]=2)[CH2:11]1)(=[O:8])[C:2]1[CH:7]=[CH:6][CH:5]=[CH:4][CH:3]=1 |f:4.5.6|. Reported procedure: To a solution of 3-benzoyloxy-1-(4-methoxycarbonyl-1,3-oxazolin-2-yl)azetidine (9.12 g, 30.0 mmol) (obtained as described in Reference Example 70(5)) in a mixture of toluene (450 ml) and methylene chloride (180 ml) was added manganese dioxide (63.8 g) and the mixture was heated under reflux for 5 hours. After checking the completion of the reaction, the mixture was filtered and the filtrate concentrated under reduced pressure. The residue was purified by chromatography on a silica gel column usi... Reactants: C(C)(=O)O (acetic acid), C(C)OC=C(C#N)CC (3-ethoxy-2-ethyl-acrylonitrile), NC(=O)N (urea), CC[O-].[Na+] (sodium ethylate). Solvent: C=1(C(=CC=CC1)C)C (xylene). The product is C(C)C=1C(=NC(NC1)=O)N (5-ethyl-cytosine). Isolated yield 66.1%. As a reaction SMILES: C(O[CH:4]=[C:5]([CH2:8][CH3:9])[C:6]#[N:7])C.[NH2:10][C:11]([NH2:13])=[O:12].CC[O-].[Na+].C(O)(=O)C>C1(C)C(C)=CC=CC=1>[CH2:8]([C:5]1[C:6]([NH2:7])=[N:10][C:11](=[O:12])[NH:13][CH:4]=1)[CH3:9] |f:2.3|. Procedure: 25 g (0.2 mol) of 3-ethoxy-2-ethyl-acrylonitrile were added over a period of 1 hour to a refluxing mixture of 15.6 g (0.26 mol) of urea and 15.7 g (0.23 mol) of sodium ethylate in 50 g of xylene, and the resulting mixture was heated for 3 additional hours at its boiling point. Thereafter, the ethanol in the reaction mixture was distilled off, and the residue was taken up in 120 g of water. The aqueous phase was separated and admixed with 13.8 g (0.23 mol) of acetic acid. The precipitated product...